This data is from the Open Reaction Database (ORD), a public repository of structured organic reaction records. The task is: describe an organic reaction: reactants, conditions, products, and yield The reactants are NC1=CC(CC(C1)C1=C(C=CC=C1)Cl)=O (1-amino-5-(2-chlorophenyl)cyclohexen-3-one), [OH-].[K+] (Potassium hydroxide), COC(CC(C)=O)OC (acetyl acetoaldehyde dimethyl acetal), [OH-].[K+] (potassium hydroxide). Run in C(C)O (ethanol), C1(=CC=CC=C1)C (toluene). Product: ClC1=C(C=CC=C1)C1CC(C=2C(=CC=NC2C1)C)=O (7-(2-chlorophenyl)-4-methyl-5,6,7,8-tetrahydroquinolin-5-one). The yield is 75.5%. As a reaction SMILES: [NH2:1][C:2]1[CH2:7][CH:6]([C:8]2[CH:13]=[CH:12][CH:11]=[CH:10][C:9]=2[Cl:14])[CH2:5][C:4](=[O:15])[CH:3]=1.CO[CH:18](OC)[CH2:19][C:20](=O)[CH3:21].[OH-].[K+]>C(O)C.C1(C)C=CC=CC=1>[Cl:14][C:9]1[CH:10]=[CH:11][CH:12]=[CH:13][C:8]=1[CH:6]1[CH2:7][C:2]2[N:1]=[CH:18][CH:19]=[C:20]([CH3:21])[C:3]=2[C:4](=[O:15])[CH2:5]1 |f:2.3|. Reported procedure: A solution of 1-amino-5-(2-chlorophenyl)cyclohexen-3-one (2.7 g) in ethanol (50 ml) and toluene (150 m) was combined with acetyl acetoaldehyde dimethyl acetal (4.0 g) and 85% potassium hydroxide (0.67 g), and the mixture was heated under reflux. 85% Potassium hydroxide (0.14 g) was added three times at an interval of 30 minutes, and then heated under reflux further for 1 hour. The solvent was distilled off under reduced pressure, and the residue was combined with ethyl acetate, washed successive...